From a dataset of the Open Reaction Database (ORD), a public repository of structured organic reaction records. describe an organic reaction: reactants, conditions, products, and yield The reactants are C1CCC2=NCCCN2CC1 (DBU), OC(C(=O)C1=CC=C(C=C1)S(=O)(=O)C)(C)C (2-Hydroxy-2-methyl-1-(4-methylsulfonylphenyl)-propan-1-one), N1=CC=CC=C1 (pyridine), COC1=CC=C(C=C1)CC(=O)Cl (4-methoxyphenylacetyl chloride). Solvent: CCOC(=O)C (EtOAc), Cl (HCl), C(Cl)Cl (CH2Cl2). Run at time 18 hour. Product: CC1(C(=C(C(O1)=O)C1=CC=C(C=C1)OC)C1=CC=C(C=C1)S(=O)(=O)C)C (5,5-Dimethyl-4-(4-(methylsulfonyl)phenyl)-3-(4-methoxyphenyl)-2-(5H)-furanone). RXN SMILES: [OH:1][C:2]([CH3:16])([CH3:15])[C:3]([C:5]1[CH:10]=[CH:9][C:8]([S:11]([CH3:14])(=[O:13])=[O:12])=[CH:7][CH:6]=1)=O.N1C=CC=CC=1.[CH3:23][O:24][C:25]1[CH:30]=[CH:29][C:28]([CH2:31][C:32](Cl)=[O:33])=[CH:27][CH:26]=1.C1CCN2C(=NCCC2)CC1>C(Cl)Cl.CCOC(C)=O.Cl>[CH3:15][C:2]1([CH3:16])[O:1][C:32](=[O:33])[C:31]([C:28]2[CH:29]=[CH:30][C:25]([O:24][CH3:23])=[CH:26][CH:27]=2)=[C:3]1[C:5]1[CH:10]=[CH:9][C:8]([S:11]([CH3:14])(=[O:13])=[O:12])=[CH:7][CH:6]=1. Reported procedure: To a cold solution (0° C.) of 2-hydroxy-2-methyl-1-(4-(methylsulfonyl)phenyl)-propane-1-one (726 mg, 3.5 mmol, Step 3), pyridine (0.5 mL, 6.2 mmol) in CH2Cl2 (10 mL) was added 4-methoxyphenylacetyl chloride (1.5 g, 8.4 mmol) over 2 minutes. The resulting yellow solution was stirred at r.t. for 18 h. Then DBU was added in portions every 30 min. (3×1.0 mL, 3×6.7 mmol). The reaction was diluted with EtOAc (100 mL) and 1N HCl (50 mL). The organic layer was washed with water (50 mL), dried over MgSO4... Starting materials: CN1C(=NN=C1)CBr (4-methyl-3-bromomethyl-1,2,4-triazole), CN1C(=NN=C1)CO (4-methyl-3-hydroxymethyl-1,2,4-triazole), Cl.NCCS (cysteamine hydrochloride). Run in Br (hydrobromic acid), Br (hydrobromic acid). Product: Br.Br.NCCC1=NN=CN1C (3-(2-aminoethyl)-4-methyl-1,2,4-triazole dihydrobromide). As a reaction SMILES: [CH3:1][N:2]1[CH:6]=[N:5][N:4]=[C:3]1[CH2:7][Br:8].[CH3:9][N:10]1C=NN=C1CO.Cl.NCCS>Br>[BrH:8].[BrH:8].[NH2:10][CH2:9][CH2:7][C:3]1[N:2]([CH3:1])[CH:6]=[N:5][N:4]=1 |f:2.3,5.6.7|. Procedure details: The thione (44 g.) was desulphurised by slow addition to a solution prepared from nitric acid (75 ml.), water (150 ml.) and sodium nitrite (1.5 g.) at 15°-20°. Following subsequent basification with sodium carbonate and concentration, the residue was extracted with ethanol-ether 1:1 and distilled to afford 3-ethoxymethyl-4-methyl 1,2,4-triazole (30 g.), b.p. 154°-156°/0.05 mm. The above compound (15 g.) dissolved in 48% aqueous hydrobromic acid (150 ml.) was heated under reflux for 24 hours, con... Reactants: C(C)[Mg]Br (ethylmagnesium bromide), O([Si](C)(C)C(C)(C)C)C1=CC2=C3[C@H](C(C[C@@H](C3=CN=C2C=C1)C)(OC)OC)O ((7S,10R)-2-(tert-Butyldimethylsiloxy)-7,8,9,10-tetrahydro-9,9-dimethoxy-7-methyl-10-phenanthridinol), C(C)[Mg]Br (ethylmagnesium bromide), C(C)(C)(C)[Si](C)(C)C#C\C=C/C#C (tert-Butyl[(Z)-3-hexene-1,5-diynyl]dimethylsilane), ClC(=O)OCC=C (Allyl chloroformate), magnesium alkoxide, TBS quinoline. Run in O1CCCC1 (tetrahydrofuran), O1CCCC1 (tetrahydrofuran), O1CCCC1 (tetrahydrofuran), O1CCCC1 (tetrahydrofuran). Run at temperature -78 celsius, time 10 minute. The product is O([Si](C)(C)C(C)(C)C)C1=CC=2C=3[C@H](C(C[C@@H](C3[C@@H](N(C2C=C1)C(=O)OCC=C)C#C\C=C/C#C[Si](C)(C)C(C)(C)C)C)(OC)OC)O (Allyl(6S,7S,10R)-2-(tert-Butyldimethylsiloxy)-6-[(Z)-6-(tert-butyldimethylsilyl)-3-hexene-1,5-diynyl]-7,8,9,10-tetrahydro-10-hydroxy-9,9-dimethoxy-7-methyl-5(6H)-phenanthridinecarboxylate). Yield: 93.8%. RXN SMILES: C([Mg]Br)C.[O:5]([C:13]1[CH:26]=[CH:25][C:24]2[C:15](=[C:16]3[C:21](=[CH:22][N:23]=2)[C@@H:20]([CH3:27])[CH2:19][C:18]([O:30][CH3:31])([O:28][CH3:29])[C@@H:17]3[OH:32])[CH:14]=1)[Si:6]([C:9]([CH3:12])([CH3:11])[CH3:10])([CH3:8])[CH3:7].[C:33]([Si:37]([C:40]#[C:41]/[CH:42]=[CH:43]\[C:44]#[CH:45])([CH3:39])[CH3:38])([CH3:36])([CH3:35])[CH3:34].Cl[C:47]([O:49][CH2:50][CH:51]=[CH2:52])=[O:48]>O1CCCC1>[O:5]([C:13]1[CH:26]=[CH:25][C:24]2[N:23]([C:47]([O:49][CH2:50][CH:51]=[CH2:52])=[O:48])[C@@H:22]([C:45]#[C:44]/[CH:43]=[CH:42]\[C:41]#[C:40][Si:37]([C:33]([CH3:35])([CH3:36])[CH3:34])([CH3:39])[CH3:38])[C:21]3[C@@H:20]([CH3:27])[CH2:19][C:18]([O:28][CH3:29])([O:30][CH3:31])[C@H:17]([OH:32])[C:16]=3[C:15]=2[CH:14]=1)[Si:6]([C:9]([CH3:11])([CH3:12])[CH3:10])([CH3:8])[CH3:7]. Procedure details: A solution of ethylmagnesium bromide in tetrahydrofuran (1.0M, 13.6 mL, 13.6 mmol, 0.90 equiv) was added to a solution of (7S,10R)-2-(tert-butyldimethylsiloxy)-7,8,9,10-tetrahydro-9,9-dimethoxy-7-methyl-10-phenanthridinol (17, 6.10 g, 15.1 mmol, 1 equiv) in tetrahydrofuran (30 mL) at -78° C. The mixture was stirred in an ice bath for 10 min, then was cooled to -78° C. In a separate flask, a solution of ethylmagnesium bromide in tetrahydrofuran (1.0M, 22.7 mL, 22.7 mmol, 1.50 equiv) was added to ...